From a dataset of the Open Reaction Database (ORD), a public repository of structured organic reaction records. describe an organic reaction: reactants, conditions, products, and yield Starting materials: C(CCCC)NCCC1=CNC2=CC=CC=C12 (N-pentyl-tryptamine), COC(=O)CCCC(=O)Cl (4-methoxycarbonylbutyryl chloride). Yields the product C(CCCC)N(CCC1=CNC2=CC=CC=C12)C(CCCC(=O)OC)=O (N-pentyl-N-(4-methoxycarbonylbutyryl)-tryptamine). The yield is 71.5%. Reaction SMILES: [CH2:1]([NH:6][CH2:7][CH2:8][C:9]1[C:17]2[C:12](=[CH:13][CH:14]=[CH:15][CH:16]=2)[NH:11][CH:10]=1)[CH2:2][CH2:3][CH2:4][CH3:5].[CH3:18][O:19][C:20]([CH2:22][CH2:23][CH2:24][C:25](Cl)=[O:26])=[O:21]>>[CH2:1]([N:6]([C:25](=[O:26])[CH2:24][CH2:23][CH2:22][C:20]([O:19][CH3:18])=[O:21])[CH2:7][CH2:8][C:9]1[C:17]2[C:12](=[CH:13][CH:14]=[CH:15][CH:16]=2)[NH:11][CH:10]=1)[CH2:2][CH2:3][CH2:4][CH3:5]. Procedure: 13.4 g of N-pentyl-tryptamine and 10.5 g of 4-methoxycarbonylbutyryl chloride were treated in the same manner as described in Example 1. 14.9 g of N-pentyl-N-(4-methoxycarbonylbutyryl)-tryptamine (i.e., 3-[2-(N-pentyl-4-methoxycarbonylbutanamido)ethyl]-indole) were thereby obtained. Yield: 71.9% The reactants are CO, NC(=O)C(=C1Nc2ccc([N+](=O)[O-])cc2S1)c1nccc(C(F)(F)F)n1. Product: NC(=O)C(=C1Nc2ccc(N)cc2S1)c1nccc(C(F)(F)F)n1. Reaction SMILES: [CH3:27][OH:28].[N+:1]([O-:2])(=[O:3])[c:4]1[cH:5][c:6]2[c:7]([cH:25][cH:26]1)[NH:8][C:9](=[C:11]([C:12](=[O:13])[NH2:14])[c:15]1[n:16][cH:17][cH:18][c:19]([C:21]([F:22])([F:23])[F:24])[n:20]1)[S:10]2>>[NH2:1][c:4]1[cH:5][c:6]2[c:7]([cH:25][cH:26]1)[NH:8][C:9](=[C:11]([C:12](=[O:13])[NH2:14])[c:15]1[n:16][cH:17][cH:18][c:19]([C:21]([F:22])([F:23])[F:24])[n:20]1)[S:10]2. Starting materials: C1(CCCC1)N(C1=NC(=NC=C1[N+](=O)[O-])Cl)CCC(=O)OC (Methyl 3-(N-cyclopentyl-N-(2-chloro-5-nitropyrimidin-4-yl)amino)propionate). The reagents and catalysts are [Fe] (iron). Run in C(C)(=O)O (acetic acid). The product is ClC=1N=CC2=C(N(CCC(N2)=O)C2CCCC2)N1 (2-chloro-9-cyclopentyl-8,9-dihydro-5H-pyrimido[4.5-b][1,4]diazepin-6(7H)-one). The yield is 30.7%. As a reaction SMILES: [CH:1]1([N:6]([CH2:17][CH2:18][C:19]([O:21]C)=O)[C:7]2[C:12]([N+:13]([O-])=O)=[CH:11][N:10]=[C:9]([Cl:16])[N:8]=2)[CH2:5][CH2:4][CH2:3][CH2:2]1>C(O)(=O)C.[Fe]>[Cl:16][C:9]1[N:10]=[CH:11][C:12]2[NH:13][C:19](=[O:21])[CH2:18][CH2:17][N:6]([CH:1]3[CH2:5][CH2:4][CH2:3][CH2:2]3)[C:7]=2[N:8]=1. Procedure details: Methyl 3-(N-cyclopentyl-N-(2-chloro-5-nitropyrimidin-4-yl)amino)propionate (2.0 g, 6.1 mmol) in glacial acetic acid at 70° C. was treated in portions with iron powder (0.7 g, 12.4 mmol) over 6 hours. The mixture was concentrated and triturated with dichloromethane and filtered. The filtrate was absorbed onto silica gel and soxhlet extracted over 7 hours with ethyl acetate. The extract was concentrated to a black oil and triturated with methanol to give pale brown crystals of 2-chloro-9-cyclopent... Starting materials: CCCC[N+](CCCC)(CCCC)CCCC, CN(C)C=O, ClCCc1c[nH]cn1, Cl, [H-], [I-], [Na+], N#Cc1cccc(O)c1. The product is N#Cc1cccc(OCCc2c[nH]cn2)c1. RXN SMILES: [CH2:27]([N+:28]([CH2:29][CH2:30][CH2:31][CH3:32])([CH2:33][CH2:34][CH2:35][CH3:36])[CH2:37][CH2:38][CH2:39][CH3:40])[CH2:41][CH2:42][CH3:43].[CH3:21][N:22]([CH3:23])[CH:24]=[O:25].[Cl:13][CH2:14][CH2:15][c:16]1[n:17][cH:18][nH:19][cH:20]1.[ClH:12].[H-:1].[I-:26].[Na+:2].[OH:3][c:4]1[cH:5][c:6]([C:7]#[N:8])[cH:9][cH:10][cH:11]1>>[O:3]([c:4]1[cH:5][c:6]([C:7]#[N:8])[cH:9][cH:10][cH:11]1)[CH2:14][CH2:15][c:16]1[n:17][cH:18][nH:19][cH:20]1. Starting materials: C1(=CC=CC=C1)C#C (phenylacetylene), BrC1=CC=2C=3N(C(NC2C=C1)=O)C(N(N3)C3=CC=C(C=C3)C)=O (9-Bromo-2-(4-methylphenyl)-2,6-dihydro[1,2,4]triazolo[4,3-c]quinazoline-3,5-dione), C1(=CC=CC=C1)P(C1=CC=CC=C1)C1=CC=CC=C1 (triphenylphosphine). Reagents/catalysts: CC(=O)[O-].CC(=O)[O-].[Pd+2] (Pd(OAc)2). Solvent: CN(C)C=O (DMF), CCN(CC)CC (NEt3). Reaction conditions: temperature 100 celsius, time 18 hour. Yields the product CC1=CC=C(C=C1)N1N=C2N(C(NC=3C=CC(=CC23)C#CC2=CC=CC=C2)=O)C1=O (2-(4-Methylphenyl)-9-phenylethynyl-2,6-dihydro[1,2,4]triazolo[4,3-c]-quinazoline-3,5-dione). The yield is 52.3%. RXN SMILES: [C:1]1([C:7]#[CH:8])[CH:6]=[CH:5][CH:4]=[CH:3][CH:2]=1.Br[C:10]1[CH:19]=[CH:18][C:17]2[NH:16][C:15](=[O:20])[N:14]3[C:21](=[O:31])[N:22]([C:24]4[CH:29]=[CH:28][C:27]([CH3:30])=[CH:26][CH:25]=4)[N:23]=[C:13]3[C:12]=2[CH:11]=1.C1(P(C2C=CC=CC=2)C2C=CC=CC=2)C=CC=CC=1>CN(C=O)C.CCN(CC)CC.CC([O-])=O.CC([O-])=O.[Pd+2]>[CH3:30][C:27]1[CH:28]=[CH:29][C:24]([N:22]2[C:21](=[O:31])[N:14]3[C:15](=[O:20])[NH:16][C:17]4[CH:18]=[CH:19][C:10]([C:8]#[C:7][C:1]5[CH:6]=[CH:5][CH:4]=[CH:3][CH:2]=5)=[CH:11][C:12]=4[C:13]3=[N:23]2)=[CH:25][CH:26]=1 |f:5.6.7|. Reported procedure: To a stirred solution of phenylacetylene (15.0 μg, 0.137 mmol) and 8a (25.3 mg, 0.0682 mmol) in a mixture of 2 mL of DMF and 1 mL of NEt3, was added Pd(OAc)2 (1.53 mg, 6.82 μmol) and triphenylphosphine (3.57 mg, 13.6 μmol) in a seal tube. The tube was sealed under argon and the mixture was stirred at 100° C. for 18 h. The mixture was cooled and concentrated to dryness in vacuo and the crude product was purified by chromatography on a silica gel column. Elution with n-heptane/EtOAc (2:1) as eluen... The reactants are Cc1ncc[nH]1, CS(C)=O, CC1=C(c2ccc(F)c([N+](=O)[O-])c2)CNC1=O, O. Product: CC1=C(c2ccc(-n3ccnc3C)c([N+](=O)[O-])c2)CNC1=O. Reaction SMILES: [CH3:18][c:19]1[nH:20][cH:21][cH:22][n:23]1.[CH3:25][S:26]([CH3:27])=[O:28].[F:1][c:2]1[c:3]([N+:15](=[O:16])[O-:17])[cH:4][c:5]([C:8]2=[C:9]([CH3:14])[C:10](=[O:13])[NH:11][CH2:12]2)[cH:6][cH:7]1.[OH2:24]>>[c:2]1(-[n:20]2[c:19]([CH3:18])[n:23][cH:22][cH:21]2)[c:3]([N+:15](=[O:16])[O-:17])[cH:4][c:5]([C:8]2=[C:9]([CH3:14])[C:10](=[O:13])[NH:11][CH2:12]2)[cH:6][cH:7]1. Reactants: C(C1=CC=CC=C1)OC1=C(C=C2C=CC(=CC2=C1)O)B1OC(C(O1)(C)C)(C)C (7-(benzyloxy)-6-(4,4,5,5-tetramethyl-1,3,2-dioxaborolan-2-yl)naphthalen-2-ol), ClC1=CC=C(N=N1)N(C1CC(NC(C1)(C)C)(C)C)C (6-chloro-N-methyl-N-(2,2,6,6-tetramethylpiperidin-4-yl)pyridazin-3-amine). Yields the product C(C1=CC=CC=C1)OC1=C(C=C2C=CC(=CC2=C1)O)C=1N=NC(=CC1)N(C1CC(NC(C1)(C)C)(C)C)C (7-(Benzyloxy)-6-(6-(methyl(2,2,6,6-tetramethylpiperidin-4-yl)amino)pyridazin-3-yl)naphthalen-2-ol). Reaction SMILES: [CH2:1]([O:8][C:9]1[CH:18]=[C:17]2[C:12]([CH:13]=[CH:14][C:15]([OH:19])=[CH:16]2)=[CH:11][C:10]=1B1OC(C)(C)C(C)(C)O1)[C:2]1[CH:7]=[CH:6][CH:5]=[CH:4][CH:3]=1.Cl[C:30]1[N:35]=[N:34][C:33]([N:36]([CH3:47])[CH:37]2[CH2:42][C:41]([CH3:44])([CH3:43])[NH:40][C:39]([CH3:46])([CH3:45])[CH2:38]2)=[CH:32][CH:31]=1>>[CH2:1]([O:8][C:9]1[CH:18]=[C:17]2[C:12]([CH:13]=[CH:14][C:15]([OH:19])=[CH:16]2)=[CH:11][C:10]=1[C:30]1[N:35]=[N:34][C:33]([N:36]([CH3:47])[CH:37]2[CH2:42][C:41]([CH3:43])([CH3:44])[NH:40][C:39]([CH3:46])([CH3:45])[CH2:38]2)=[CH:32][CH:31]=1)[C:2]1[CH:3]=[CH:4][CH:5]=[CH:6][CH:7]=1. The yield is 89.3%. Reported procedure: 7-(Benzyloxy)-6-(6-(methyl(2,2,6,6-tetramethylpiperidin-4-yl)amino)pyridazin-3-yl)naphthalen-2-ol (1.25 g, 2.366 mmol, 89% yield) was prepared from the 7-(benzyloxy)-6-(4,4,5,5-tetramethyl-1,3,2-dioxaborolan-2-yl)naphthalen-2-ol (1.45 g, 3.85 mmol) and Intermediate 1-1 (0.75 g, 2.65 mmol) using General method 1-1 for Suzuki coupling. M+1=497.8. 1H NMR (400 MHz, METHANOL-d4) δ 7.91 (s, 1H), 7.76 (d, J=9.54 Hz, 2H), 7.66 (d, J=8.78 Hz, 2H), 7.34-7.40 (m, 2H), 7.31 (s, 2H), 7.18-7.27 (m, 2H), 6.97-... Run in CO (MeOH). Conditions: time 2 hour. Reactants: C(C=C)(=O)OCCCP(O[Si](C)(C)C)(O[Si](C)(C)C)=O (Di(trimethylsilyl) 3-acryloyloxypropylphosphonate). Procedure details: Di(trimethylsilyl) 3-acryloyloxypropylphosphonate (40 g; 0.118 moles) is dissolved in MeOH (130 ml). The solution is stirred at room temperature for 2 hours. The solvent is vacuum distilled on a rotary evaporator to afford the product as a highly viscous, colorless oil, which solidified after a few days upon storage (22.7 g; yield 99%). 1H NMR (DMSO-d6, δ ppm) 1.78-2.00 (m, 4H, CH2—CH2—P), 4.20 (t, 2H, CH2—O), 4.91 (s, 2H, (HO)2—P), 5.94 (dd, 1H, CH═), 6.16 (dd, 1H, CH═), 6.39 (dd, 1H, CH═). 31P... Reaction SMILES: [C:1]([O:5][CH2:6][CH2:7][CH2:8][P:9](=[O:20])([O:15][Si](C)(C)C)[O:10][Si](C)(C)C)(=[O:4])[CH:2]=[CH2:3]>CO>[C:1]([O:5][CH2:6][CH2:7][CH2:8][P:9](=[O:10])([OH:20])[OH:15])(=[O:4])[CH:2]=[CH2:3]. The product is C(C=C)(=O)OCCCP(O)(O)=O (3-Acryloyloxypropyl Phosphonic Acid). The reactants are C(C)(=O)O[BH-](OC(C)=O)OC(C)=O.[Na+] (sodium triacetoxyborohydride), C(O)([O-])=O.[Na+] (sodium hydrogen carbonate), NCCN1C(=NC=2C1=NC(=CC2)N(CCC(C)C)CCC(C)C)NC2=CC(=C(C(=C2)OC)OC)OC (3-(2-aminoethyl)-N5,N5-bis(3-methylbutyl)-N2-(3,4,5-trimethoxyphenyl)-3H-imidazo[4,5-b]pyridine-2,5-diamine), C(C1=CC=C(C=C1)OC)=O (p-anisaldehyde). Run in ClCCl (dichloromethane), O (water), ClCCl (dichloromethane), CO (methanol). Product: COC1=CC=C(CNCCN2C(=NC=3C2=NC(=CC3)N(CCC(C)C)CCC(C)C)NC3=CC(=C(C(=C3)OC)OC)OC)C=C1 (3-{2-[(4-methoxybenzyl)amino]ethyl}-N5,N5-bis(3-methylbutyl)-N2-(3,4,5-trimethoxyphenyl)-3H-imidazo[4,5-b]pyridine-2,5-diamine). Isolated yield 68.0%. RXN SMILES: [NH2:1][CH2:2][CH2:3][N:4]1[C:8]2=[N:9][C:10]([N:13]([CH2:19][CH2:20][CH:21]([CH3:23])[CH3:22])[CH2:14][CH2:15][CH:16]([CH3:18])[CH3:17])=[CH:11][CH:12]=[C:7]2[N:6]=[C:5]1[NH:24][C:25]1[CH:30]=[C:29]([O:31][CH3:32])[C:28]([O:33][CH3:34])=[C:27]([O:35][CH3:36])[CH:26]=1.[CH:37](=O)[C:38]1[CH:43]=[CH:42][C:41]([O:44][CH3:45])=[CH:40][CH:39]=1.C(O[BH-](OC(=O)C)OC(=O)C)(=O)C.[Na+].C(=O)([O-])O.[Na+]>ClCCl.CO.O>[CH3:45][O:44][C:41]1[CH:42]=[CH:43][C:38]([CH2:37][NH:1][CH2:2][CH2:3][N:4]2[C:8]3=[N:9][C:10]([N:13]([CH2:14][CH2:15][CH:16]([CH3:18])[CH3:17])[CH2:19][CH2:20][CH:21]([CH3:22])[CH3:23])=[CH:11][CH:12]=[C:7]3[N:6]=[C:5]2[NH:24][C:25]2[CH:30]=[C:29]([O:31][CH3:32])[C:28]([O:33][CH3:34])=[C:27]([O:35][CH3:36])[CH:26]=2)=[CH:39][CH:40]=1 |f:2.3,4.5|. Procedure: A solution of 3-(2-aminoethyl)-N5,N5-bis(3-methylbutyl)-N2-(3,4,5-trimethoxyphenyl)-3H-imidazo[4,5-b]pyridine-2,5-diamine (83 mg, 1 eq) and p-anisaldehyde (25 mg, 1 eq) in dichloromethane (1.5 ml) is stirred for 6 hours at a temperature of approximately 20° C. The mixture is diluted with methanol (2 ml) then sodium triacetoxyborohydride (70 mg, 2 eq) is added. After stirring for 0.5 hour at a temperature of approximately 20° C., dichloromethane (20 ml) and water saturated with sodium hydrogen ca... Starting materials: C(C1=CC=CC=C1)OC(CC1(CCN(CC1)C(=O)OC(C)(C)C)O)COC(C)(C)C (tert-butyl 4-[2-(benzyloxy)-3-(tert-butoxy)propyl]-4-hydroxy-1-piperidinecarboxylate), [N+](=O)([O-])[O-].[NH4+].[Ce] (cerium ammonium nitrate). Solvent: C(C)#N (acetonitrile). Reaction conditions: time 8 hour. Product: C(C1=CC=CC=C1)OC(CC1(CCN(CC1)C(=O)OC(C)(C)C)O)CO (tert-butyl 4-[2-(benzyloxy)-3-hydroxypropyl]-4-hydroxy-1-piperidinecarboxylate). Isolated yield 26.7%. RXN SMILES: [CH2:1]([O:8][CH:9]([CH2:25][O:26]C(C)(C)C)[CH2:10][C:11]1([OH:24])[CH2:16][CH2:15][N:14]([C:17]([O:19][C:20]([CH3:23])([CH3:22])[CH3:21])=[O:18])[CH2:13][CH2:12]1)[C:2]1[CH:7]=[CH:6][CH:5]=[CH:4][CH:3]=1.[N+]([O-])([O-])=O.[NH4+].[Ce]>C(#N)C>[CH2:1]([O:8][CH:9]([CH2:25][OH:26])[CH2:10][C:11]1([OH:24])[CH2:12][CH2:13][N:14]([C:17]([O:19][C:20]([CH3:23])([CH3:21])[CH3:22])=[O:18])[CH2:15][CH2:16]1)[C:2]1[CH:7]=[CH:6][CH:5]=[CH:4][CH:3]=1 |f:1.2.3|. Procedure: 2.36 g of tert-butyl 4-[2-(benzyloxy)-3-(tert-butoxy)propyl]-4-hydroxy-1-piperidinecarboxylate was dissolved in 40 ml acetonitrile, 426 mg of cerium ammonium nitrate was added thereto, and the mixture was stirred at room temperature overnight. Silica gel was added to the reaction solution, and then it was evaporated It was purified by adsorptive silica gel charged in a non-adsorptive silica gel column with hexane-ethyl acetate to give 547 mg of tert-butyl 4-[2-(benzyloxy)-3-hydroxypropyl]-4-hydr...